From a dataset of the Open Reaction Database (ORD), a public repository of structured organic reaction records. describe an organic reaction: reactants, conditions, products, and yield Reactants: SC1=C(C(=O)OC)C=C(C=C1)C(F)(F)F (methyl 2-mercapto-5-trifluoromethylbenzoate), C1(=CC=CC=C1)C(=CCCl)C1=CC=CC=C1 (1,1-diphenyl-3-chloro-1-propene), C1(=NNCCCCCCCC1)C1=CCCCCCCCCC1 (diazabicycloundecene). The solvent is O1CCCC1 (tetrahydrofuran). Product: C1(=CC=CC=C1)C(=CCSC1=C(C(=O)OC)C=C(C=C1)C(F)(F)F)C1=CC=CC=C1 (Methyl 2-(3,3-diphenylprop-2-enylthio)-5-trifluoromethylbenzoate). The yield is 85.2%. RXN SMILES: [SH:1][C:2]1[CH:11]=[CH:10][C:9]([C:12]([F:15])([F:14])[F:13])=[CH:8][C:3]=1[C:4]([O:6][CH3:7])=[O:5].[C:16]1([C:22]([C:26]2[CH:31]=[CH:30][CH:29]=[CH:28][CH:27]=2)=[CH:23][CH2:24]Cl)[CH:21]=[CH:20][CH:19]=[CH:18][CH:17]=1.C1(C2CCCCCCCCCC=2)CCCCCCCCNN=1>O1CCCC1>[C:16]1([C:22]([C:26]2[CH:27]=[CH:28][CH:29]=[CH:30][CH:31]=2)=[CH:23][CH2:24][S:1][C:2]2[CH:11]=[CH:10][C:9]([C:12]([F:13])([F:14])[F:15])=[CH:8][C:3]=2[C:4]([O:6][CH3:7])=[O:5])[CH:21]=[CH:20][CH:19]=[CH:18][CH:17]=1. Reported procedure: A solution of 2.19 g (9.86 mmol) of methyl 2-mercapto-5-trifluoromethylbenzoate, 2.29 g (10.0 mmol) of 1,1-diphenyl-3-chloro-1-propene, and 1.67 g (11.0 mmol) of diazabicycloundecene (DBU) in 10 ml tetrahydrofuran was stirred for 60 minutes at room temperature. The solution was partitioned between ether and water and the ether layer was washed with water, dried over MgSO4 and evaporated. The residue was chromatographed (20% CH2Cl2 -hexane) on silica to afford 3.6 g (85%) of a clear oil. NMR (CDC... Reactants: CC1S[C@H]2N(C(=C1)C(=O)OCC(Cl)(Cl)Cl)C(C2NC(C(C=2N=C(SC2)N)=NO)=O)=O (2,2,2-trichloroethyl 2-methyl-7-[2-hydroxyimino-2-(2-aminothiazol-4-yl)acetamido]-3-cephem-4-carboxylate), CC1S[C@H]2N(C(=C1)C(=O)OCC(Cl)(Cl)Cl)C(C2NC(C(C=2NC(SC2)=N)=NO)=O)=O (2,2,2-trichloroethyl 2-methyl-7-[2-hydroxyimino-2-(2-imino-2,3-dihydrothiazol-4-yl)acetamido]-3-cephem-4-carboxylate), solution, [N+](=[N-])=C (diazomethane). The solvent is O1CCOCC1 (dioxane), C(C)OCC (diethyl ether). The product is CC1S[C@H]2N(C(=C1)C(=O)OCC(Cl)(Cl)Cl)C(C2NC(C(C=2N=C(SC2)N)=NOC)=O)=O (2,2,2-trichloroethyl 2-methyl-7-[2-methoxyimino-2-(2-aminothiazol-4-yl)acetamido]-3-cephem-4-carboxylate). As a reaction SMILES: [CH3:1][CH:2]1[CH:7]=[C:6]([C:8]([O:10][CH2:11][C:12]([Cl:15])([Cl:14])[Cl:13])=[O:9])[N:5]2[C:16](=[O:30])[CH:17]([NH:18][C:19](=[O:29])[C:20](=[N:27][OH:28])[C:21]3[N:22]=[C:23]([NH2:26])[S:24][CH:25]=3)[C@H:4]2[S:3]1.[N+](=[CH2:33])=[N-]>O1CCOCC1.C(OCC)C>[CH3:1][CH:2]1[CH:7]=[C:6]([C:8]([O:10][CH2:11][C:12]([Cl:13])([Cl:15])[Cl:14])=[O:9])[N:5]2[C:16](=[O:30])[CH:17]([NH:18][C:19](=[O:29])[C:20](=[N:27][O:28][CH3:33])[C:21]3[N:22]=[C:23]([NH2:26])[S:24][CH:25]=3)[C@H:4]2[S:3]1. Procedure: To a solution of 2,2,2-trichloroethyl 2-methyl-7-[2-hydroxyimino-2-(2-aminothiazol-4-yl)acetamido]-3-cephem-4-carboxylate (syn isomer), which can be represented as 2,2,2-trichloroethyl 2-methyl-7-[2-hydroxyimino-2-(2-imino-2,3-dihydrothiazol-4-yl)acetamido]-3-cephem-4-carboxylate (syn isomer), (125 mg.) in dioxane (5 ml.) was added dropwise 0.1 M solution of diazomethane in diethyl ether till the starting compound disappeared. After the reaction mixture was concentrated, the residue was pulveriz... The reactants are COC(=O)CN(CCc1ccc(OCc2cccc(F)c2)c(OC)c1)CC1CC1, CCN, C[Al](C)C, CO, Cc1ccccc1, CCCCCCC, C1CCOC1. Product: CCNC(=O)CN(CCc1ccc(OCc2cccc(F)c2)c(OC)c1)CC1CC1. RXN SMILES: [CH3:1][O:2][C:3]([CH2:4][N:5]([CH2:6][CH:7]1[CH2:8][CH2:9]1)[CH2:10][CH2:11][c:12]1[cH:13][c:14]([O:27][CH3:28])[c:15]([O:18][CH2:19][c:20]2[cH:21][c:22]([F:26])[cH:23][cH:24][cH:25]2)[cH:16][cH:17]1)=[O:29].[CH3:30][CH2:31][NH2:32].[CH3:33][Al:34]([CH3:35])[CH3:36].[CH3:37][OH:38].[CH3:39][c:40]1[cH:41][cH:42][cH:43][cH:44][cH:45]1.[CH3:51][CH2:52][CH2:53][CH2:54][CH2:55][CH2:56][CH3:57].[O:46]1[CH2:47][CH2:48][CH2:49][CH2:50]1>>[O:2]=[C:3]([CH2:4][N:5]([CH2:6][CH:7]1[CH2:8][CH2:9]1)[CH2:10][CH2:11][c:12]1[cH:13][c:14]([O:27][CH3:28])[c:15]([O:18][CH2:19][c:20]2[cH:21][c:22]([F:26])[cH:23][cH:24][cH:25]2)[cH:16][cH:17]1)[NH:32][CH2:31][CH3:30]. The reactants are Cc1nn(C)c(=O)n1-c1ccc([N+](=O)[O-])cc1, CO, [H][H]. Product: Cc1nn(C)c(=O)n1-c1ccc(N)cc1. RXN SMILES: [CH3:1][n:2]1[n:3][c:4]([CH3:17])[n:5](-[c:8]2[cH:9][cH:10][c:11]([N+:14]([O-:15])=[O:16])[cH:12][cH:13]2)[c:6]1=[O:7].[CH3:20][OH:21].[H:18][H:19]>>[CH3:1][n:2]1[n:3][c:4]([CH3:17])[n:5](-[c:8]2[cH:9][cH:10][c:11]([NH2:14])[cH:12][cH:13]2)[c:6]1=[O:7]. The reactants are FC(OC1=CC=C(C=C1)N1N=C(N=C1)C1=CC=C(C=C1)CN)(F)F ((4-(1-(4-(trifluoromethoxy)phenyl)-1H-1,2,4-triazol-3-yl)phenyl)methanamine), C(C)(C)C1=C(C=CC=C1)N=C=S (1-isopropyl-2-isothiocyanatobenzene). Solvent: O1CCCC1 (tetrahydrofuran). Reaction conditions: temperature 80 celsius. Product: C(C)(C)C1=C(C=CC=C1)NC(=S)NCC1=CC=C(C=C1)C1=NN(C=N1)C1=CC=C(C=C1)OC(F)(F)F (1-(2-isopropylphenyl)-3-(4-(1-(4-(trifluoromethoxy)phenyl)-1H-1,2,4-triazol-3-yl)benzyl)thiourea). Yield: 68.4%. As a reaction SMILES: [F:1][C:2]([F:24])([F:23])[O:3][C:4]1[CH:9]=[CH:8][C:7]([N:10]2[CH:14]=[N:13][C:12]([C:15]3[CH:20]=[CH:19][C:18]([CH2:21][NH2:22])=[CH:17][CH:16]=3)=[N:11]2)=[CH:6][CH:5]=1.[CH:25]([C:28]1[CH:33]=[CH:32][CH:31]=[CH:30][C:29]=1[N:34]=[C:35]=[S:36])([CH3:27])[CH3:26]>O1CCCC1>[CH:25]([C:28]1[CH:33]=[CH:32][CH:31]=[CH:30][C:29]=1[NH:34][C:35]([NH:22][CH2:21][C:18]1[CH:19]=[CH:20][C:15]([C:12]2[N:13]=[CH:14][N:10]([C:7]3[CH:6]=[CH:5][C:4]([O:3][C:2]([F:1])([F:23])[F:24])=[CH:9][CH:8]=3)[N:11]=2)=[CH:16][CH:17]=1)=[S:36])([CH3:27])[CH3:26]. Procedure: To a solution of (4-(1-(4-(trifluoromethoxy)phenyl)-1H-1,2,4-triazol-3-yl)phenyl)methanamine (0.066 g, 0.20 mmol) in tetrahydrofuran (4.0 mL), 1-isopropyl-2-isothiocyanatobenzene (0.048 g, 0.27 mmol) was added. The reaction mixture was stirred in a pre-heated heating block at 80° C. for 4 hours. The reaction mixture was adsorbed onto Celite® and purified via reverse phase chromatography using 5-100% acetonitrile/water as eluent to afford the title compound as a white solid (0.070 g, 68%): 1H NMR... Starting materials: O=C1CCC(=O)N1Br, CS(C)=O, Nc1cncc(-c2cccc(F)c2)n1, O. Yields the product Nc1cnc(Br)c(-c2cccc(F)c2)n1. Reaction SMILES: [Br:15][N:16]1[C:17](=[O:18])[CH2:19][CH2:20][C:21]1=[O:22].[CH3:23][S:24]([CH3:25])=[O:26].[F:1][c:2]1[cH:3][c:4](-[c:8]2[cH:9][n:10][cH:11][c:12]([NH2:14])[n:13]2)[cH:5][cH:6][cH:7]1.[OH2:27]>>[F:1][c:2]1[cH:3][c:4](-[c:8]2[c:9]([Br:15])[n:10][cH:11][c:12]([NH2:14])[n:13]2)[cH:5][cH:6][cH:7]1. Reactants: N(C)CC(=O)O (sarcosine), Cl.COC(N)=N (O-methylisourea hydrochloride). Product: O=C(O)CN(C)C(N)=N (creatine). RXN SMILES: [NH:1]([CH2:3][C:4]([OH:6])=[O:5])[CH3:2].Cl.CO[C:10](=[NH:12])[NH2:11]>>[O:5]=[C:4]([CH2:3][N:1]([C:10](=[NH:11])[NH2:12])[CH3:2])[OH:6] |f:1.2|. Procedure details: The reaction of sarcosine with O-methylisourea hydrochloride, described by E. Schutte in Hoppe-Seylers Z. Physiol. Chemie 279 (1943) 52-59, affords creatine in a yield of only 21%.